This data is from the Open Reaction Database (ORD), a public repository of structured organic reaction records. The task is: describe an organic reaction: reactants, conditions, products, and yield Starting materials: c1nc(cc(c1)B1OC(C(O1)(C)C)(C)C)C, n1c2c(cc(cc2)I)ccc1. The reagents and catalysts are c1ccc(cc1)-c2c3ccccc3cc4ccccc24 (9-Phenylanthracene), [F-].[Cs+] (CsF), O (water), [Pd](Cl)Cl.P(C(C)(C)C)(C(C)(C)C)c1ccc(N(C)C)cc1.P(C(C)(C)C)(C(C)(C)C)c1ccc(N(C)C)cc1 (Pd-132). The solvent is CO (methanol). Run at temperature 140 celsius, time nan hour. Product: Cc1cc(ccn1)c2ccc3ncccc3c2. As a reaction SMILES: I[c:1]1[cH:10][c:9]([c:4]2[cH:3][cH:2]1)[cH:8][cH:7][cH:6][n:5]2.[CH3:11][c:12]1[n:17][cH:16][cH:15][c:14](B2OC(C)(C)C(C)(C)O2)[cH:13]1>>[CH3:11][c:12]1[n:17][cH:16][cH:15][c:14]([c:1]2[cH:10][c:9]([c:4]3[cH:3][cH:2]2)[cH:8][cH:7][cH:6][n:5]3)[cH:13]1. Starting materials: CCCCOC(=O)C1CN(c2ccc3c(c2)sc(=O)n3CC)C(=O)O1, CN, CO, CCOCC. Yields the product CCn1c(=O)sc2cc(N3CC(C(=O)NC)OC3=O)ccc21. Reaction SMILES: [CH2:1]([CH3:2])[n:3]1[c:4](=[O:25])[s:5][c:6]2[c:7]1[cH:8][cH:9][c:10]([N:12]1[C:13](=[O:24])[O:14][CH:15]([C:17]([O:19][CH2:18][CH2:20][CH2:21][CH3:22])=[O:23])[CH2:16]1)[cH:11]2.[CH3:26][NH2:27].[CH3:28][OH:29].[CH3:30][CH2:31][O:32][CH2:33][CH3:34]>>[CH2:1]([CH3:2])[n:3]1[c:4](=[O:25])[s:5][c:6]2[c:7]1[cH:8][cH:9][c:10]([N:12]1[C:13](=[O:24])[O:14][CH:15]([C:17](=[O:19])[NH:27][CH3:26])[CH2:16]1)[cH:11]2. Isolated yield 94.5%. Run in CO (methanol). Procedure: 3.4 g (0.013 mole) of alpha-(2,2-dimethyl-4H-1,3-benzodioxin-6-yl)-1H-imidazole-4-methanol (prepared in Example 3.4.) are hydrogenolyzed in methanol at 80° C. for 5 hours in the presence of 10% palladium on carbon and under a hydrogen pressure of 2.8 bars. The catalyst is then filtered off and the solvent is removed under reduced pressure. The residue obtained is chromatographed on silica (eluent: 90:10 v/v dichloromethane-methanol). There are obtained 3 g of 4-[(2,2-dimethyl-4H-1,3-benzodioxin-... RXN SMILES: [CH3:1][C:2]1([CH3:19])[O:7][C:6]2[CH:8]=[CH:9][C:10]([CH:12]([C:14]3[N:15]=[CH:16][NH:17][CH:18]=3)O)=[CH:11][C:5]=2[CH2:4][O:3]1>CO.[Pd]>[CH3:1][C:2]1([CH3:19])[O:7][C:6]2[CH:8]=[CH:9][C:10]([CH2:12][C:14]3[N:15]=[CH:16][NH:17][CH:18]=3)=[CH:11][C:5]=2[CH2:4][O:3]1. The reagents and catalysts are [Pd] (palladium on carbon). Product: CC1(OCC2=C(O1)C=CC(=C2)CC=2N=CNC2)C (4-[(2,2-dimethyl-4H-1,3-benzodioxin-6-yl)methyl]-1H-imidazole). The reactants are CC1(OCC2=C(O1)C=CC(=C2)C(O)C=2N=CNC2)C (alpha-(2,2-dimethyl-4H-1,3-benzodioxin-6-yl)-1H-imidazole-4-methanol). Starting materials: CC(C)(C)C1=NN=C(S1)NC(C1=C(C=CC=C1)I)=O (N-[5-(1,1-dimethylethyl)-1,3,4-thiadiazol-2-yl]-2-iodobenzamide), ClS(=O)(=O)O (chlorosulfonic acid), ice water. Yields the product CC(C)(C)C1=NN=C(S1)NC(=O)C=1C=C(C=CC1I)S(=O)(=O)Cl (3-({[5-(1,1-dimethylethyl)-1,3,4-thiadiazol-2-yl]amino}carbonyl)-4-iodobenzenesulfonyl chloride). As a reaction SMILES: [CH3:1][C:2]([C:5]1[S:9][C:8]([NH:10][C:11](=[O:19])[C:12]2[CH:17]=[CH:16][CH:15]=[CH:14][C:13]=2[I:18])=[N:7][N:6]=1)([CH3:4])[CH3:3].[Cl:20][S:21](O)(=[O:23])=[O:22]>>[CH3:4][C:2]([C:5]1[S:9][C:8]([NH:10][C:11]([C:12]2[CH:17]=[C:16]([S:21]([Cl:20])(=[O:23])=[O:22])[CH:15]=[CH:14][C:13]=2[I:18])=[O:19])=[N:7][N:6]=1)([CH3:1])[CH3:3]. Procedure: N-[5-(1,1-dimethylethyl)-1,3,4-thiadiazol-2-yl]-2-iodobenzamide (600 mg) was added to 2 ml chlorosulfonic acid and heated at 180 C in a microwave for 1 min. The reaction was cooled to rt and added dropwise to ice water. A solid resulted, was filtered off, and was vacuum dried to give 450 mg of crude 3-({[5-(1,1-dimethylethyl)-1,3,4-thiadiazol-2-yl]amino}carbonyl)-4-iodobenzenesulfonyl chloride which was add to 5 ml of a 2M ethyl amine solution in THF. The reaction was stirred at it for 15 min an... Starting materials: CN(S(=O)(=O)C=1C=C(C(=O)OC)C=CC1)C (Methyl 3-(N,N-dimethylsulfamoyl)benzoate), NN (hydrazine). Run in CO (methanol). Conditions: temperature 65 celsius. Yields the product N(N)C(=O)C=1C=C(C=CC1)S(=O)(=O)N(C)C (3-(Hydrazinecarbonyl)-N,N-dimethylbenzenesulfonamide). The yield is 40.0%. Reaction SMILES: [CH3:1][N:2]([CH3:16])[S:3]([C:6]1[CH:7]=[C:8]([CH:13]=[CH:14][CH:15]=1)[C:9](OC)=[O:10])(=[O:5])=[O:4].[NH2:17][NH2:18]>CO>[NH:17]([C:9]([C:8]1[CH:7]=[C:6]([S:3]([N:2]([CH3:16])[CH3:1])(=[O:5])=[O:4])[CH:15]=[CH:14][CH:13]=1)=[O:10])[NH2:18]. Procedure: Methyl 3-(N,N-dimethylsulfamoyl)benzoate (150 mg, 0.617 mmol) was added to hydrazine (29.6 mg, 0.925 mmol) in methanol (10 mL) and refluxed for 8 h at 65° C. Following cooling, the reaction was monitored by TLC. After completion of the reaction, the solvent was removed by vacuum and the compound was purified by column chromatography affording the title compound (60 mg). 1H NMR (400 MHz, CDCl3): δ 8.11 (s, 1H), 8.01 (d, 1H, J=8.4 Hz), 7.92 (d, 1H, J=8.0 Hz), 7.65 (t, 1H, J=8.0 Hz), 2.73 (s, 6H). ...